From a dataset of the Open Reaction Database (ORD), a public repository of structured organic reaction records. describe an organic reaction: reactants, conditions, products, and yield Starting materials: N1=C(N=CC=C1)CC(=O)N (2-(pyrimidin-2-yl)acetamide), [H-].[Na+] (sodium hydride), S1C=NC2=C1C=CC=C2 (benzothiazole), N1=C(N=CC=C1)CC#N (2-(pyrimidin-2-yl)acetonitrile). Run in O1CCCC1 (tetrahydrofuran). Product: S1C(NC2=C1C=CC=C2)=C(C#N)C2=NC=CC=N2 (2-[benzothiazol-2(3H)-ylidene]-2-(pyrimidin-2-yl)acetonitrile), S1C(NC2=C1C=CC=C2)=C(C(=O)N)C2=NC=CC=N2 (2-[benzothiazol-2(3H)-ylidene]-2-(pyrimidin-2-yl)acetamide). RXN SMILES: [S:1]1[C:5]2[CH:6]=[CH:7][CH:8]=[CH:9][C:4]=2[N:3]=[CH:2]1.[N:10]1[CH:15]=[CH:14][CH:13]=[N:12][C:11]=1[CH2:16][C:17]#[N:18].[N:19]1[CH:24]=[CH:23][CH:22]=[N:21][C:20]=1[CH2:25][C:26]([NH2:28])=[O:27].[H-].[Na+]>O1CCCC1>[S:1]1[C:5]2[CH:6]=[CH:7][CH:8]=[CH:9][C:4]=2[NH:3][C:2]1=[C:16]([C:11]1[N:12]=[CH:13][CH:14]=[CH:15][N:10]=1)[C:17]#[N:18].[S:1]1[C:5]2[CH:6]=[CH:7][CH:8]=[CH:9][C:4]=2[NH:3][C:2]1=[C:25]([C:20]1[N:21]=[CH:22][CH:23]=[CH:24][N:19]=1)[C:26]([NH2:28])=[O:27] |f:3.4|. Procedure: In this synthesis, the benzothiazole 10 [L is a leaving group] is coupled with a 2-(pyrimidin-2-yl)acetonitrile 11 or 2-(pyrimidin-2-yl)acetamide 12 in the presence of a strong base, such as sodium hydride, in an aprotic polar solvent, such as tetrahydrofuran, to give a 2-[benzothiazol-2(3H)-ylidene]-2-(pyrimidin-2-yl)acetonitrile 6 or 2-[benzothiazol-2(3H)-ylidene]-2-(pyrimidin-2-yl)acetamide 8. If the compound of formula 6 has been prepared, it is then hydrolyzed to a compound of formula 8, as...